Dataset: the Open Reaction Database (ORD), a public repository of structured organic reaction records. Task: describe an organic reaction: reactants, conditions, products, and yield Reactants: [Cl-], [H-], Nc1c(F)cc(F)c2oc(-c3ccc(NCCCCCCBr)c(F)c3)cc(=O)c12, [NH4+], [Na+], C1CCOC1, c1c[nH]cn1. The product is Nc1c(F)cc(F)c2oc(-c3ccc(NCCCCCCn4ccnc4)c(F)c3)cc(=O)c12. Reaction SMILES: [Cl-:37].[H-:35].[NH2:1][c:2]1[c:3]([F:29])[cH:4][c:5]([F:28])[c:6]2[c:7]1[c:8](=[O:27])[cH:9][c:10](-[c:12]1[cH:13][c:14]([F:26])[c:15]([NH:18][CH2:19][CH2:20][CH2:21][CH2:22][CH2:23][CH2:24][Br:25])[cH:16][cH:17]1)[o:11]2.[NH4+:38].[Na+:36].[O:39]1[CH2:40][CH2:41][CH2:42][CH2:43]1.[nH:30]1[cH:31][n:32][cH:33][cH:34]1>>[NH2:1][c:2]1[c:3]([F:29])[cH:4][c:5]([F:28])[c:6]2[c:7]1[c:8](=[O:27])[cH:9][c:10](-[c:12]1[cH:13][c:14]([F:26])[c:15]([NH:18][CH2:19][CH2:20][CH2:21][CH2:22][CH2:23][CH2:24][n:30]3[cH:31][n:32][cH:33][cH:34]3)[cH:16][cH:17]1)[o:11]2. The reactants are COC1=CC=2C(=NC(N2)=S)C=C1OC (5,6-Dimethoxy benzimidazole-2-thione), ClC1=C(C=CC(=C1)OC)[N+](=O)[O-] (2-chloro-4-methoxy nitrobenzene), C([O-])([O-])=O.[K+].[K+] (potassium carbonate). Solvent: CN(C=O)C (dimethyl formamide). Product: COC1=CC2=C(NC(=N2)SC2=C(C=CC(=C2)OC)[N+](=O)[O-])C=C1OC (5,6-Dimethoxy-2-(5-methoxy-2-nitrophenylthio)-1H-benzimidazole). RXN SMILES: [CH3:1][O:2][C:3]1[C:12]([O:13][CH3:14])=[CH:11][C:6]2=[N:7][C:8](=[S:10])[N:9]=[C:5]2[CH:4]=1.Cl[C:16]1[CH:21]=[C:20]([O:22][CH3:23])[CH:19]=[CH:18][C:17]=1[N+:24]([O-:26])=[O:25].C(=O)([O-])[O-].[K+].[K+]>CN(C)C=O>[CH3:1][O:2][C:3]1[C:12]([O:13][CH3:14])=[CH:11][C:6]2[NH:7][C:8]([S:10][C:16]3[CH:21]=[C:20]([O:22][CH3:23])[CH:19]=[CH:18][C:17]=3[N+:24]([O-:26])=[O:25])=[N:9][C:5]=2[CH:4]=1 |f:2.3.4|. Procedure details: 5,6-Dimethoxy benzimidazole-2-thione (4.0 g), 2-chloro-4-methoxy nitrobenzene (3.6 g) and potassium carbonate (2.65 g) were stirred together in dry dimethyl formamide (30 ml) at 95° for 3 days. The cooled mixture was poured onto water (300 ml) and the precipitate collected. The solid was washed with water and dried to leave the sub-title compound as a pale yellow solid, MS 361 bp 207. The reactants are COCC(=O)C1=CC=CC=C1 (2-methoxy-1-phenylethanone), [BH4-].[Na+] (sodium borohydride). Solvent: C(C)O (ethanol). Run at time 1 hour. Yields the product COCC(O)C1=CC=CC=C1 (2-methoxy-1-phenylethanol). The yield is 78.9%. RXN SMILES: [CH3:1][O:2][CH2:3][C:4]([C:6]1[CH:11]=[CH:10][CH:9]=[CH:8][CH:7]=1)=[O:5].[BH4-].[Na+]>C(O)C>[CH3:1][O:2][CH2:3][CH:4]([C:6]1[CH:11]=[CH:10][CH:9]=[CH:8][CH:7]=1)[OH:5] |f:1.2|. Reported procedure: To a stirred solution of 2-methoxy-1-phenylethanone (1.0 g, 6.66 mmol) in ethanol was added sodium borohydride (0.28 g, 7.32 mmol). The reaction mixture was stirred at room temperature for 1 hour. The reaction mixture was quenched with sat. ammonium chloride solution, concentrated. Extracted with ethyl acetate, washed with brine, dried, and concentrated to yield 0.8 g of 2-methoxy-1-phenylethanol. The reactants are BrN1C(CCC1=O)=O (N-bromosuccinimide), FC1=CC=C(CNC(=O)C2=C(N=C(S2)N2C(CCC2)=O)C)C=C1 (N-(4-fluorobenzyl)-4-methyl-2-(2-oxopyrrolidin-1-yl)thiazole-5-carboxamide), C[Si](C)(C)[N-][Si](C)(C)C.[Li+] (lithium bis(trimethylsilyl)amide). The solvent is O1CCCC1 (tetrahydrofuran), O1CCCC1 (tetrahydrofuran). Reaction conditions: temperature -78 celsius, time 5 minute. Yields the product BrC1C(N(CC1)C=1SC(=C(N1)C)C(=O)NCC1=CC=C(C=C1)F)=O (2-(3-bromo-2-oxopyrrolidin-1-yl)-N-(4-fluorobenzyl)-4-methylthiazole-5-carboxamide). Isolated yield 50.8%. Reaction SMILES: [F:1][C:2]1[CH:23]=[CH:22][C:5]([CH2:6][NH:7][C:8]([C:10]2[S:14][C:13]([N:15]3[CH2:19][CH2:18][CH2:17][C:16]3=[O:20])=[N:12][C:11]=2[CH3:21])=[O:9])=[CH:4][CH:3]=1.C[Si]([N-][Si](C)(C)C)(C)C.[Li+].[Br:34]N1C(=O)CCC1=O>O1CCCC1>[Br:34][CH:17]1[CH2:18][CH2:19][N:15]([C:13]2[S:14][C:10]([C:8]([NH:7][CH2:6][C:5]3[CH:22]=[CH:23][C:2]([F:1])=[CH:3][CH:4]=3)=[O:9])=[C:11]([CH3:21])[N:12]=2)[C:16]1=[O:20] |f:1.2|. Procedure: To a solution of N-(4-fluorobenzyl)-4-methyl-2-(2-oxopyrrolidin-1-yl)thiazole-5-carboxamide (0.35 g, 1.05 mmol) in anhydrous tetrahydrofuran (25 mL) at −78° C. was added lithium bis(trimethylsilyl)amide in tetrahydrofuran (2.31 mL, 2.31 mmol) dropwise. The reaction mixture was stirred at −78° C. for 5 minutes, followed by the addition of N-bromosuccinimide (0.19 g, 1.05 mmol) dropwise. The reaction mixture was stirred at −78° C. for 10 min, quenched with aqueous saturated ammonium chloride solut... Reactants: ClC(COC(C1=C(C=CC=C1)CSC1=CC(=CC=C1)C(C1=CC=C(C=C1)C(F)(F)F)C(=O)OCC)=O)(Cl)Cl (2-{3-[1-(4-Trifluoromethyl-phenyl)-ethoxycarbonylmethyl]phenylsulfanylmethyl}-benzoic acid 2,2,2-trichloro-ethyl ester), CC(=O)O (HOAc), C(Cl)Cl (DCM). The reagents and catalysts are [Zn] (zinc). The solvent is CCCCCCC (heptane), CCOC(=O)C (EtOAc). Product: FC(C1=CC=C(C=C1)C(C=1C=C(C=CC1)SCC1=C(C(=O)O)C=CC=C1)C(=O)OCC)(F)F (2-{3-[1-(4-Trifluoromethyl-phenyl)-ethoxycarbonylmethyl]phenylsulfanylmethyl}-benzoic acid). The yield is 76.5%. Reaction SMILES: ClC(Cl)(Cl)C[O:4][C:5](=[O:36])[C:6]1[CH:11]=[CH:10][CH:9]=[CH:8][C:7]=1[CH2:12][S:13][C:14]1[CH:19]=[CH:18][CH:17]=[C:16]([CH:20]([C:31]([O:33][CH2:34][CH3:35])=[O:32])[C:21]2[CH:26]=[CH:25][C:24]([C:27]([F:30])([F:29])[F:28])=[CH:23][CH:22]=2)[CH:15]=1.CC(O)=O.C(Cl)Cl>CCCCCCC.CCOC(C)=O.[Zn]>[F:30][C:27]([F:28])([F:29])[C:24]1[CH:23]=[CH:22][C:21]([CH:20]([C:31]([O:33][CH2:34][CH3:35])=[O:32])[C:16]2[CH:15]=[C:14]([S:13][CH2:12][C:7]3[CH:8]=[CH:9][CH:10]=[CH:11][C:6]=3[C:5]([OH:36])=[O:4])[CH:19]=[CH:18][CH:17]=2)=[CH:26][CH:25]=1. Procedure details: The titled compound was prepared according to the method described for example 1 above from 2-{3-[1-(4-Trifluoromethyl-phenyl)-ethoxycarbonylmethyl]phenylsulfanylmethyl}-benzoic acid 2,2,2-trichloro-ethyl ester (157 mg, 0.0.259 mmol), zinc (339 mg, 5.18 mmol), HOAc, 97% (1.48 mL, 25.9 mmol) and DCM (12 mL). The crude was submitted to flash chromatography using heptane and EtOAc (70/30-60/40) as eluent to give the titled compound (94 mg, 77%) as an oil; 1H NMR (400 MHz, CDCl3): δ 1.53 (s, 3H), 3.... The reactants are O=S(=O)(OS(=O)(=O)C(F)(F)F)C(F)(F)F, CC(C)(C)OC(=O)N1CCOc2cc(O)ccc2C1, c1ccncc1. Yields the product CC(C)(C)OC(=O)N1CCOc2cc(OS(=O)(=O)C(F)(F)F)ccc2C1. RXN SMILES: [F:1][C:2]([F:3])([F:4])[S:5](=[O:6])(=[O:7])[O:8][S:9]([C:10]([F:11])([F:12])[F:13])(=[O:14])=[O:15].[OH:16][c:17]1[cH:18][c:19]2[c:20]([cH:33][cH:34]1)[CH2:21][N:22]([C:26](=[O:27])[O:28][C:29]([CH3:30])([CH3:31])[CH3:32])[CH2:23][CH2:24][O:25]2.[cH:35]1[cH:36][cH:37][n:38][cH:39][cH:40]1>>[F:1][C:2]([F:3])([F:4])[S:5](=[O:6])(=[O:7])[O:8][c:17]1[cH:18][c:19]2[c:20]([cH:33][cH:34]1)[CH2:21][N:22]([C:26](=[O:27])[O:28][C:29]([CH3:30])([CH3:31])[CH3:32])[CH2:23][CH2:24][O:25]2.